Dataset: the Open Reaction Database (ORD), a public repository of structured organic reaction records. Task: describe an organic reaction: reactants, conditions, products, and yield The reactants are BrC=C1C2=C(CCC3=C1C=CC=C3)C=CC=C2 (5-bromomethylene-10,11-dihydro-5H-dibenzo[a,d]cycloheptene), CC1(OB(OC1(C)C)C1=CC(=CC=C1)SC)C (4,4,5,5-tetramethyl-2-(3-methylsulfanyl-phenyl)-[1,3,2]dioxaborolane), C(=O)([O-])[O-].[Na+].[Na+] (Na2CO3), tetrakistriphenylphosphine palladium. The product is CSC=1C=C(C=C2C3=C(CCC4=C2C=CC=C4)C=CC=C3)C=CC1 (5-(3-Methylsulfanyl-benzylidene)-10,11-dihydro-5H-dibenzo[a,d]cycloheptene). Yield: 79.0%. RXN SMILES: Br[CH:2]=[C:3]1[C:9]2[CH:10]=[CH:11][CH:12]=[CH:13][C:8]=2[CH2:7][CH2:6][C:5]2[CH:14]=[CH:15][CH:16]=[CH:17][C:4]1=2.CC1(C)C(C)(C)OB([C:26]2[CH:31]=[CH:30][CH:29]=[C:28]([S:32][CH3:33])[CH:27]=2)O1.C([O-])([O-])=O.[Na+].[Na+]>>[CH3:33][S:32][C:28]1[CH:27]=[C:26]([CH:31]=[CH:30][CH:29]=1)[CH:2]=[C:3]1[C:9]2[CH:10]=[CH:11][CH:12]=[CH:13][C:8]=2[CH2:7][CH2:6][C:5]2[CH:14]=[CH:15][CH:16]=[CH:17][C:4]1=2 |f:2.3.4|. Procedure: Following procedures as described in Example 219, mix 5-bromomethylene-10,11-dihydro-5H-dibenzo[a,d]cycloheptene (1 equivalent), 4,4,5,5-tetramethyl-2-(3-methylsulfanyl-phenyl)-[1,3,2]dioxaborolane (1.25 equivalents), 2N Na2CO3 (2 equivalents) and tetrakistriphenylphosphine palladium (0.05 equivalents)in a suitable solvent. Purify the product by silica gel chromatography to obtain a 79% yield of the title compound. MS(ES)=329(+) Solvent: O (water). Product: C(=O)(OCC1=CC=CC=C1)N1CCC2(CNC(O2)=O)CC1 (8-carbobenzyloxy-1-oxa-3,8-diazaspiro[4.5]decan-2-one). Reaction SMILES: [O:1]1[C:5]2([CH2:10][CH2:9][NH:8][CH2:7][CH2:6]2)[CH2:4][NH:3][C:2]1=[O:11].C(=O)(O)[O-].[Na+].Cl[C:18]([O:20][CH2:21][C:22]1[CH:27]=[CH:26][CH:25]=[CH:24][CH:23]=1)=[O:19].Cl>O>[C:18]([N:8]1[CH2:7][CH2:6][C:5]2([O:1][C:2](=[O:11])[NH:3][CH2:4]2)[CH2:10][CH2:9]1)([O:20][CH2:21][C:22]1[CH:27]=[CH:26][CH:25]=[CH:24][CH:23]=1)=[O:19] |f:1.2|. Reaction conditions: time 18 hour. The yield is 81.5%. The reactants are Cl (hydrochloric acid), C([O-])(O)=O.[Na+] (sodium bicarbonate), ClC(=O)OCC1=CC=CC=C1 (benzyl chloroformate), O1C(NCC12CCNCC2)=O (1-oxa-3,8-diazaspiro[4.5]decan-2-one). Procedure details: To a mixture of 9.5 g 1-oxa-3,8-diazaspiro[4.5]decan-2-one and 75 ml water, at 0°, is added 6.3 g sodium bicarbonate and 10.9 g benzyl chloroformate. The mixture is stirred 18 hours at 0°, acidified with 10 N hydrochloric acid and stirred four hours at room temperature. The mixture is extracted with three 50 ml portions of dichloromethane. Removal of solvent affords 14.4 g 8-carbobenzyloxy-1-oxa-3,8-diazaspiro[4.5]decan-2-one, mp 126°-128°.